From a dataset of the Open Reaction Database (ORD), a public repository of structured organic reaction records. describe an organic reaction: reactants, conditions, products, and yield Reactants: ClC1=NC(=C(C(=N1)N1CCN(CC1)CC(=O)N)COC1=C(C=CC(=C1)C(C)C)C)C (2-{4-[2-chloro-5-(5-isopropyl-2-methyl-phenoxymethyl)-6-methyl-pyrimidin-4-yl]-piperazin-1-yl}-acetamide), CC1=C(C(=CC=C1)C)B(O)O (2,6-dimethylphenylboronic acid), C([O-])([O-])=O.[Na+].[Na+] (sodium carbonate). Run in O1CCOCC1 (dioxane). Procedure details: A mixture of 2-{4-[2-chloro-5-(5-isopropyl-2-methyl-phenoxymethyl)-6-methyl-pyrimidin-4-yl]-piperazin-1-yl}-acetamide (20 mg, 0.05 mmol), 2,6-dimethylphenylboronic acid (21 mg, 0.14 mmol) and 2 M sodium carbonate (0.14 mL, 0.28 mmol) in dioxane (1 mL) is degassed with bubbling argon for 20 min. Pd(PPh3)4 (2.9 mg, 5 mol %) is added and the reaction mixture is heated at 100° C. under nitrogen with magnetic stirring. After 18 h, the reaction mixture is partitioned between EtOAc (10 mL) and water (2... Yields the product CC1=C(C(=CC=C1)C)C1=NC(=C(C(=N1)N1CCN(CC1)CC(=O)N)COC1=C(C=CC(=C1)C(C)C)C)C (2-(4-{2-(2,6-dimethylphenyl)-5-[(5-isopropyl-2-methylphenoxy)methyl]-6-methylpyrimidin-4-yl}piperazin-1-yl)acetamide). RXN SMILES: Cl[C:2]1[N:7]=[C:6]([N:8]2[CH2:13][CH2:12][N:11]([CH2:14][C:15]([NH2:17])=[O:16])[CH2:10][CH2:9]2)[C:5]([CH2:18][O:19][C:20]2[CH:25]=[C:24]([CH:26]([CH3:28])[CH3:27])[CH:23]=[CH:22][C:21]=2[CH3:29])=[C:4]([CH3:30])[N:3]=1.[CH3:31][C:32]1[CH:37]=[CH:36][CH:35]=[C:34]([CH3:38])[C:33]=1B(O)O.C(=O)([O-])[O-].[Na+].[Na+]>O1CCOCC1>[CH3:31][C:32]1[CH:37]=[CH:36][CH:35]=[C:34]([CH3:38])[C:33]=1[C:2]1[N:7]=[C:6]([N:8]2[CH2:13][CH2:12][N:11]([CH2:14][C:15]([NH2:17])=[O:16])[CH2:10][CH2:9]2)[C:5]([CH2:18][O:19][C:20]2[CH:25]=[C:24]([CH:26]([CH3:28])[CH3:27])[CH:23]=[CH:22][C:21]=2[CH3:29])=[C:4]([CH3:30])[N:3]=1 |f:2.3.4|. Conditions: temperature 100 celsius, time 18 hour. Conditions: temperature 40 celsius, time 3 day. Reactants: BrC1=CC=C(C(=O)[C@@H]2[C@@H](C2)C(=O)OC)C=C1 (Methyl cis-2-(4-bromobenzoyl)cyclopropanecarboxylate), [OH-].[Na+] (NaOH). RXN SMILES: [Br:1][C:2]1[CH:16]=[CH:15][C:5]([C:6]([C@H:8]2[CH2:10][C@H:9]2[C:11]([O:13]C)=[O:12])=[O:7])=[CH:4][CH:3]=1.[OH-].[Na+]>CO>[Br:1][C:2]1[CH:3]=[CH:4][C:5]([C:6]([C@@H:8]2[CH2:10][C@H:9]2[C:11]([OH:13])=[O:12])=[O:7])=[CH:15][CH:16]=1 |f:1.2|. Solvent: CO (MeOH). The yield is 96.0%. The product is BrC1=CC=C(C(=O)[C@H]2[C@@H](C2)C(=O)O)C=C1 (trans-2-(4-bromobenzoyl)cyclopropanecarboxylic acid). Procedure: Methyl cis-2-(4-bromobenzoyl)cyclopropanecarboxylate (10.34 g, 36.52 mmol) was dissolved in MeOH (100 mL), and then 15 mL 50% aqueous NaOH solution was added. The reaction mixture was stirred at 40° C. for 3 days. Solvent was removed by rotary evaporation and the residue was dissolved in water. Concentrated HCl was added to adjust the acidity to pH 1. The precipitate that formed was collected by filtration and dried in a vacuum oven overnight to give trans-2-(4-bromobenzoyl)cyclopropanecarboxyli... The reactants are IC1=CC=C(C=C1)O (4-iodophenol), C(=O)([O-])[O-].[K+].[K+] (K2CO3), C(C)N1C=C(C2=CC=C(C=C12)OC)C#N (1-ethyl-6-methoxy-1H-indole-3-carbonitrile), [Li+].CC(C)[N-]C(C)C (LDA), B(OC(C)C)(OC(C)C)OC(C)C (B(O—iPr)3). Reagents/catalysts: C1=CC=C(C=C1)P([C-]2C=CC=C2)C3=CC=CC=C3.C1=CC=C(C=C1)P([C-]2C=CC=C2)C3=CC=CC=C3.Cl[Pd]Cl.[Fe+2] (PdCl2(dppf)). Solvent: CN(C)C=O (DMF), C1CCOC1 (THF). Reaction conditions: temperature 0 celsius, time 10 minute. Product: C(C)N1C(=C(C2=CC=C(C=C12)OC)C#N)C1=CC=C(C=C1)O (1-ethyl-2-(4-hydroxyphenyl)-6-methoxy-1H-indole-3-carbonitrile). The yield is 73.0%. As a reaction SMILES: [CH2:1]([N:3]1[C:11]2[C:6](=[CH:7][CH:8]=[C:9]([O:12][CH3:13])[CH:10]=2)[C:5]([C:14]#[N:15])=[CH:4]1)[CH3:2].[Li+].CC([N-]C(C)C)C.B(OC(C)C)(OC(C)C)OC(C)C.I[C:38]1[CH:43]=[CH:42][C:41]([OH:44])=[CH:40][CH:39]=1.C([O-])([O-])=O.[K+].[K+]>C1COCC1.C1C=CC(P(C2C=CC=CC=2)[C-]2C=CC=C2)=CC=1.C1C=CC(P(C2C=CC=CC=2)[C-]2C=CC=C2)=CC=1.Cl[Pd]Cl.[Fe+2].CN(C=O)C>[CH2:1]([N:3]1[C:11]2[C:6](=[CH:7][CH:8]=[C:9]([O:12][CH3:13])[CH:10]=2)[C:5]([C:14]#[N:15])=[C:4]1[C:38]1[CH:43]=[CH:42][C:41]([OH:44])=[CH:40][CH:39]=1)[CH3:2] |f:1.2,5.6.7,9.10.11.12|. Reported procedure: To a solution of 1-ethyl-6-methoxy-1H-indole-3-carbonitrile (2.5 g, 12.5 mmol) in 21 mL of THF is added LDA (23 mL, 22.5 mmol) at −78° C. After warming to 0° C. and stirring for 10 min, the mixture is re-cooled to −78° C. and B(O—iPr)3 (4.35 mL, 18.8 mmol) is added. After the addition, the reaction is allowed to warm to room temperature and stirred for about 1 h. 4-iodophenol (2.89 g, 13.1 mmol), PdCl2(dppf) (510 mg, 0.625 mmol), aqueous K2CO3 (25 mL, 50 mmol) and DMF (42 mL) is added and the re... The reactants are ClC1=CC2=C(SC(=C2C)S(=O)(=O)Cl)C=C1 (5-chloro-2-chlorosulfonyl-3-methylbenzo[b]thiophene), [H-].[Na+] (sodium hydride), C1CCOC1 (THF), NC1=C(C=C(C(=O)OC)C=C1)S(=O)(=O)C (methyl 4-amino-3-methanesulfonylbenzoate), [H-].[Na+] (sodium hydride). Run in CN(C)C=O (DMF). Reaction conditions: time 1 hour. The product is ClC1=CC2=C(SC(=C2C)S(=O)(=O)NC2=C(C=C(C(=O)OC)C=C2)S(=O)(=O)C)C=C1 (Methyl 4-(5-chloro-3-methylbenzo[b]thiophene-2-sulfonylamino)-3-methanesulfonylbenzoate). The yield is 44.7%. RXN SMILES: C1COCC1.[NH2:6][C:7]1[CH:16]=[CH:15][C:10]([C:11]([O:13][CH3:14])=[O:12])=[CH:9][C:8]=1[S:17]([CH3:20])(=[O:19])=[O:18].[H-].[Na+].[Cl:23][C:24]1[CH:37]=[CH:36][C:27]2[S:28][C:29]([S:32](Cl)(=[O:34])=[O:33])=[C:30]([CH3:31])[C:26]=2[CH:25]=1>CN(C=O)C>[Cl:23][C:24]1[CH:37]=[CH:36][C:27]2[S:28][C:29]([S:32]([NH:6][C:7]3[CH:16]=[CH:15][C:10]([C:11]([O:13][CH3:14])=[O:12])=[CH:9][C:8]=3[S:17]([CH3:20])(=[O:19])=[O:18])(=[O:33])=[O:34])=[C:30]([CH3:31])[C:26]=2[CH:25]=1 |f:2.3|. Reported procedure: Into a mixed solvent of 20 mL of THF and 3 mL of DMF was dissolved 985 mg of methyl 4-amino-3-methanesulfonylbenzoate, followed by addition of 170 mg of sodium hydride (oily, 60%) at 0° C. After 20 minutes of stirring at the same temperature, 1.28 g of 5-chloro-2-chlorosulfonyl-3-methylbenzo[b]thiophene was added at 0° C., followed by 1 hour of stirring at room temperature. Further, 150 mg of sodium hydride (oily, 60%) was added at room temperature and the mixture was stirred for 2 hours at the ... Reactants: Cl (Hydrogen chloride), C(C)(C)N(CC[C@H](C1=CC=CC=C1)C1=C(C=CC(=C1)C=O)O)C(C)C ((R)-N,N-diisopropyl-3-(5-formyl-2-hydroxyphenyl)-3-phenylpropanamine). The solvent is C(C)OCC (diethyl ether), C(C)OCC (diethyl ether), CC(C)O (2-propanol), CO (methanol). Yields the product Cl.C(C)(C)N(CC[C@H](C1=CC=CC=C1)C1=C(C=CC(=C1)C=O)O)C(C)C ((R)-N,N-Diisopropyl-3-(5-formyl-2-hydroxyphenyl)-3-phenylpropanamine hydrochloride). Reaction SMILES: [ClH:1].[CH:2]([N:5]([CH:24]([CH3:26])[CH3:25])[CH2:6][CH2:7][C@@H:8]([C:15]1[CH:20]=[C:19]([CH:21]=[O:22])[CH:18]=[CH:17][C:16]=1[OH:23])[C:9]1[CH:14]=[CH:13][CH:12]=[CH:11][CH:10]=1)([CH3:4])[CH3:3]>C(OCC)C.CC(O)C.CO>[ClH:1].[CH:24]([N:5]([CH:2]([CH3:4])[CH3:3])[CH2:6][CH2:7][C@@H:8]([C:15]1[CH:20]=[C:19]([CH:21]=[O:22])[CH:18]=[CH:17][C:16]=1[OH:23])[C:9]1[CH:14]=[CH:13][CH:12]=[CH:11][CH:10]=1)([CH3:26])[CH3:25] |f:5.6|. Procedure: Hydrogen chloride in diethyl ether was added to a solution of (R)-N,N-diisopropyl-3-(5-formyl-2-hydroxyphenyl)-3-phenylpropanamine (0.81 g, 2.4 mmol) in diethyl ether and 2-propanol. Crystals were filtered to yield 0.4 g (45%); mp 178-179° C. [α]Hg=−40° (c 1.1 in methanol). 1H NMR (DMSO-d6) δ1.16 (d, 3H), 1.20 (d, 3H), 1.24 (d, 3H), 1.27 (d, 3H), 2.54 (m, 2H), 2.84 (m, 1H), 2.97 (m, 1H), 3.58 (br, 2H), 4.38 (t, 1H), 7.08 (d, 1H), 7.22 (t, 1H), 7.32 (m,4H), 7.65 (dd, 1H), 7.83 (d, 1H), 9.80 (s, 1... Starting materials: O=C([O-])O, C, CN1C(=O)CCc2ccc(NC(=O)c3ccc(C(F)(F)F)cc3NC3CCCCC3OCc3ccccc3)cc21, CCO, Cl, [H][H], [Na+], [Pd]. The product is CN1C(=O)CCc2ccc(NC(=O)c3ccc(C(F)(F)F)cc3NC3CCCCC3O)cc21. As a reaction SMILES: [C:44](=[O:45])([OH:46])[O-:47].[C:49].[CH2:2]([c:3]1[cH:4][cH:5][cH:6][cH:7][cH:8]1)[O:9][CH:10]1[CH:11]([NH:16][c:17]2[c:18]([C:19](=[O:20])[NH:21][c:22]3[cH:23][cH:24][c:25]4[c:30]([cH:31]3)[N:29]([CH3:32])[C:28](=[O:33])[CH2:27][CH2:26]4)[cH:34][cH:35][c:36]([C:38]([F:39])([F:40])[F:41])[cH:37]2)[CH2:12][CH2:13][CH2:14][CH2:15]1.[CH3:51][CH2:52][OH:53].[ClH:1].[H:42][H:43].[Na+:48].[Pd:50]>>[OH:9][CH:10]1[CH:11]([NH:16][c:17]2[c:18]([C:19](=[O:20])[NH:21][c:22]3[cH:23][cH:24][c:25]4[c:30]([cH:31]3)[N:29]([CH3:32])[C:28](=[O:33])[CH2:27][CH2:26]4)[cH:34][cH:35][c:36]([C:38]([F:39])([F:40])[F:41])[cH:37]2)[CH2:12][CH2:13][CH2:14][CH2:15]1. Starting materials: COC(=O)C(N)Cc1ccccc1, CC(NC(=O)Cc1cccc([N+](=O)[O-])c1)C(=O)Oc1cc(Cl)c(Cl)cc1Cl, Cl. The product is COC(=O)C(Cc1ccccc1)NC(=O)C(C)NC(=O)Cc1cccc([N+](=O)[O-])c1. RXN SMILES: [CH3:29][O:30][C:31]([CH:32]([NH2:33])[CH2:34][c:35]1[cH:36][cH:37][cH:38][cH:39][cH:40]1)=[O:41].[Cl:1][c:2]1[cH:3][c:4]([Cl:5])[c:6]([Cl:7])[cH:8][c:9]1[O:10][C:11]([CH:12]([NH:13][C:14]([CH2:15][c:16]1[cH:17][c:18]([N+:22](=[O:23])[O-:24])[cH:19][cH:20][cH:21]1)=[O:25])[CH3:26])=[O:27].[ClH:28]>>[C:11]([CH:12]([NH:13][C:14]([CH2:15][c:16]1[cH:17][c:18]([N+:22](=[O:23])[O-:24])[cH:19][cH:20][cH:21]1)=[O:25])[CH3:26])(=[O:27])[NH:33][CH:32]([C:31]([O:30][CH3:29])=[O:41])[CH2:34][c:35]1[cH:36][cH:37][cH:38][cH:39][cH:40]1.